This data is from the Open Reaction Database (ORD), a public repository of structured organic reaction records. The task is: describe an organic reaction: reactants, conditions, products, and yield Reactants: C(C)OC(/C=C/C=1C=CC=C2CCCN(C12)C(=O)OC(C)(C)C)=O (tert-butyl 8-[(1E)-3-ethoxy-3-oxo-1-propenyl]-3,4-dihydro-1(2H) -quinolinecarboxylate), COCN(C[Si](C)(C)C)CC1=CC=CC=C1 (N-(methoxymethyl)-N-(trimethylsilylmethyl)benzylamine), FC(C(=O)O)(F)F (trifluoroacetic acid), C(Cl)Cl (methylene chloride). Yields the product Cl.C(C1=CC=CC=C1)N1C[C@H]2C(N3C4=C(C=CC=C4[C@@H]2C1)CCC3)=O ((±)-trans-10-benzyl-5,6,9,10,11,11a-hexahydro-4H-pyrido[3,2,1-ij]pyrrolo[3,4-c]quinolin-8(8aH)-one, hydrochloride salt). The yield is 83.0%. As a reaction SMILES: C(O[C:4](=O)/[CH:5]=[CH:6]/[C:7]1[CH:8]=[CH:9][CH:10]=[C:11]2[C:16]=1[N:15]([C:17]([O:19]C(C)(C)C)=O)[CH2:14][CH2:13][CH2:12]2)C.CO[CH2:27][N:28]([CH2:34][C:35]1[CH:40]=[CH:39][CH:38]=[CH:37][CH:36]=1)C[Si](C)(C)C.FC(F)(F)C(O)=O.C(Cl)[Cl:49]>>[ClH:49].[CH2:34]([N:28]1[CH2:27][C@@H:6]2[C@H:5]([C:17](=[O:19])[N:15]3[CH2:14][CH2:13][CH2:12][C:11]4[CH:10]=[CH:9][CH:8]=[C:7]2[C:16]3=4)[CH2:4]1)[C:35]1[CH:40]=[CH:39][CH:38]=[CH:37][CH:36]=1 |f:4.5|. Reported procedure: To a solution of tert-butyl 8-[(1E)-3-ethoxy-3-oxo-1-propenyl]-3,4-dihydro-1(2H) -quinolinecarboxylate (2.55 g, 7.7 mmol) in 50 mL of methylene chloride at 0° C. was added N-(methoxymethyl)-N-(trimethylsilylmethyl)benzylamine (4.6 g, 19.3 mmol) and trifluoroacetic acid (0.24 mL, 3.1 mmol). The cooling bath was removed and the solution was allowed to stir with warming to ambient temperature for 24 h. The methylene chloride was removed under reduced pressure. The residue was dissolved in ethyl ace... Reactants: CCN(CC)CCOCCC1CCNCC1, CC#N, O=C1Nc2cccnc2N(C(=O)Cl)c2cc(Cl)ccc21. As a reaction SMILES: [CH2:21]([CH3:22])[N:23]([CH2:24][CH2:25][O:26][CH2:27][CH2:28][CH:29]1[CH2:30][CH2:31][NH:32][CH2:33][CH2:34]1)[CH2:35][CH3:36].[CH3:37][C:38]#[N:39].[Cl:1][c:2]1[cH:3][c:4]2[c:5]([cH:19][cH:20]1)[C:6](=[O:18])[NH:7][c:8]1[c:9]([n:14][cH:15][cH:16][cH:17]1)[N:10]2[C:11](=[O:12])[Cl:13]>>[Cl:1][c:2]1[cH:3][c:4]2[c:5]([cH:19][cH:20]1)[C:6](=[O:18])[NH:7][c:8]1[c:9]([n:14][cH:15][cH:16][cH:17]1)[N:10]2[C:11](=[O:12])[N:32]1[CH2:31][CH2:30][CH:29]([CH2:28][CH2:27][O:26][CH2:25][CH2:24][N:23]([CH2:21][CH3:22])[CH2:35][CH3:36])[CH2:34][CH2:33]1. The product is CCN(CC)CCOCCC1CCN(C(=O)N2c3cc(Cl)ccc3C(=O)Nc3cccnc32)CC1. Starting materials: solution, CC(C)([O-])C.[K+] (potassium tert-butoxide), C(CCC)N\1N(C(=C/C1=N\C(C1=C(C=CC(=C1)C(F)(F)F)F)=O)C(C)(C)C)C (N-[(3E)-2-butyl-5-tert-butyl-1-methyl-1,2-dihydro-3H-pyrazol-3-ylidene]-2-fluoro-5-(trifluoromethyl)benzamide), CCOC(=O)C (EtOAc), CCOC(=O)C (EtOAc), CO (MeOH). Solvent: C1CCOC1 (THF), C1CCOC1 (THF), CCN(CC)CC (Et3N). Run at time 45 minute. Product: C(CCC)N\1N(C(=C/C1=N\C(C1=C(C=CC(=C1)C(F)(F)F)OCC(C)(C)O)=O)C(C)(C)C)C (N-[(3E)-2-butyl-5-tert-butyl-1-methyl-1,2-dihydro-3H-pyrazol-3-ylidene]-2-(2-hydroxy-2-methylpropoxy)-5-(trifluoromethyl)benzamide). Isolated yield 57.0%. Reaction SMILES: [CH3:1][C:2]([CH3:5])([O-:4])[CH3:3].[K+].[CH2:7]([N:11]1[N:12]([CH3:34])[C:13]([C:30]([CH3:33])([CH3:32])[CH3:31])=[CH:14]/[C:15]/1=[N:16]\[C:17](=[O:29])[C:18]1[CH:23]=[C:22]([C:24]([F:27])([F:26])[F:25])[CH:21]=[CH:20][C:19]=1F)[CH2:8][CH2:9][CH3:10].CC[O:37]C(C)=O.CO>C1COCC1.CCN(CC)CC>[CH2:7]([N:11]1[N:12]([CH3:34])[C:13]([C:30]([CH3:33])([CH3:32])[CH3:31])=[CH:14]/[C:15]/1=[N:16]\[C:17](=[O:29])[C:18]1[CH:23]=[C:22]([C:24]([F:27])([F:26])[F:25])[CH:21]=[CH:20][C:19]=1[O:37][CH2:1][C:2]([OH:4])([CH3:5])[CH3:3])[CH2:8][CH2:9][CH3:10] |f:0.1|. Procedure details: To a solution of Example 81D (7.6 g, 84 mmol) in THF (300 mL) at 0° C. was added potassium tert-butoxide (18.9 g, 168 mmol). The ice bath was removed and the mixture was stirred for 45 min then a solution of Example 81C (22.4 g, 56.1 mmol) in THF (100 mL) was added. The mixture was stirred for 2 hours at ambient temperature then partitioned between saturated aqueous NaHCO3 (100 mL) and EtOAc (100 mL). The layers were separated and the aqueous phase was extracted with EtOAc (3×20 mL). The combine... Reactants: C(C)OC(C1=CC(=C(C(=C1)[N+](=O)[O-])F)Br)=O (3-bromo-4-fluoro-5-nitro-benzoic acid ethyl ester). Reagents/catalysts: [Ni] (Ni). The solvent is CCO (EtOH). The product is C(C)OC(C1=CC(=C(C(=C1)Br)F)N)=O (3-Amino-5-bromo-4-fluoro-benzoic acid ethyl ester). RXN SMILES: [CH2:1]([O:3][C:4](=[O:16])[C:5]1[CH:10]=[C:9]([N+:11]([O-])=O)[C:8]([F:14])=[C:7]([Br:15])[CH:6]=1)[CH3:2]>CCO.[Ni]>[CH2:1]([O:3][C:4](=[O:16])[C:5]1[CH:6]=[C:7]([Br:15])[C:8]([F:14])=[C:9]([NH2:11])[CH:10]=1)[CH3:2]. Reported procedure: A mixture of 3-bromo-4-fluoro-5-nitro-benzoic acid ethyl ester (20 g, 2.2 mol) and 3 g of Raney-Ni in EtOH (250 mL) was hydrogenated at RT (1 atm) overnight. The reaction mixture was filtered, the filtrate was concentrated under reduced pressure and the residue was washed with petrol ether to afford the title compound as a white solid. (400 MHz, DMSO-d6): δ (ppm) 7.38 (dd, 1H), 7.26 (dd, 1H), 5.81 (s, 2H), 4.26 (q, 2H), 1.29 (t, 3H). The reactants are C(C)(=O)O (Acetic acid), C(C)(C)(C)OC(=O)N1[C@@H](CN([C@H](C1)CN1CCOCC1)CC1=CC=CC=C1)C ((2R,5S)-4-benzyl-2-methyl-5-morpholin-4-ylmethyl-piperazine-1-carboxylic acid tert-butyl ester). Reagents/catalysts: [Pd] (Pd/C). Solvent: CCO (EtOH). Conditions: time 3 hour. Product: C(C)(C)(C)OC(=O)N1[C@@H](CN[C@H](C1)CN1CCOCC1)C ((2R,5S)-2-Methyl-5-morpholin-4-ylmethyl-piperazine-1-carboxylic acid tert-butyl ester). Yield: 95.0%. As a reaction SMILES: C(O)(=O)C.[C:5]([O:9][C:10]([N:12]1[CH2:17][C@H:16]([CH2:18][N:19]2[CH2:24][CH2:23][O:22][CH2:21][CH2:20]2)[N:15](CC2C=CC=CC=2)[CH2:14][C@H:13]1[CH3:32])=[O:11])([CH3:8])([CH3:7])[CH3:6]>CCO.[Pd]>[C:5]([O:9][C:10]([N:12]1[CH2:17][C@H:16]([CH2:18][N:19]2[CH2:20][CH2:21][O:22][CH2:23][CH2:24]2)[NH:15][CH2:14][C@H:13]1[CH3:32])=[O:11])([CH3:8])([CH3:6])[CH3:7]. Procedure: Acetic acid (30.0 mL) and Pd/C (10%, 6.0 g) were added to a solution of (2R,5S)-4-benzyl-2-methyl-5-morpholin-4-ylmethyl-piperazine-1-carboxylic acid tert-butyl ester (9.0 g, 23.1 mmol) in EtOH (240 mL) and the resulting mixture was hydrogenated at 1 bar for 3 h. The catalyst was removed by filtration and the solvent was removed in vacuo. The residue was dissolved in DCM (150 mL), the organic solution was washed with saturated aqueous NaHCO3 (150 mL), water (150 mL), dried (MgSO4) and evaporated... As a reaction SMILES: C(OC([N:8]([CH2:30][CH2:31][C:32]1[CH:37]=[CH:36][CH:35]=[CH:34][CH:33]=1)[CH2:9][CH2:10][CH2:11][S:12][C:13]1[N:17]([CH2:18][C:19]([O:21]C(C)(C)C)=[O:20])[C:16]2[CH:26]=[CH:27][CH:28]=[CH:29][C:15]=2[N:14]=1)=O)(C)(C)C>C(O)(C(F)(F)F)=O.ClCCl>[CH2:30]([NH:8][CH2:9][CH2:10][CH2:11][S:12][C:13]1[N:17]([CH2:18][C:19]([OH:21])=[O:20])[C:16]2[CH:26]=[CH:27][CH:28]=[CH:29][C:15]=2[N:14]=1)[CH2:31][C:32]1[CH:33]=[CH:34][CH:35]=[CH:36][CH:37]=1 |f:1.2|. Conditions: time 1.5 hour. Product: C(CC1=CC=CC=C1)NCCCSC1=NC2=C(N1CC(=O)O)C=CC=C2 ([2-(3-Phenethylamino-propylsulfanyl)-benzoimidazol-1-yl]-acetic acid). Procedure details: tert-Butyl {2-[3-(tert-butoxycarbonyl-phenethyl-amino)-propylsulfanyl]-benzoimidazol-1-yl}-acetate (Precursor J-01b, 5.5 mg, 0.015 mmol) is dissolved in TFA/dichloromethane (1:1, 1.5 ml) and stirred at rt for 1.5 h. The solvents are evaporated under reduced pressure and the residue is dried under high vacuum, yielding the pure title compound: tR=1.51 min (LC-2), ESI-MS (pos.): m/z 370.39 [M+H]+; ESI-MS (neg.): m/z 368.42 [M−H]+. The solvent is C(=O)(C(F)(F)F)O.ClCCl (TFA dichloromethane). Starting materials: C(C)(C)(C)OC(=O)N(CCCSC1=NC2=C(N1CC(=O)OC(C)(C)C)C=CC=C2)CCC2=CC=CC=C2 (tert-Butyl {2-[3-(tert-butoxycarbonyl-phenethyl-amino)-propylsulfanyl]-benzoimidazol-1-yl}-acetate). Starting materials: [N+](=O)([O-])C1=CC=C(C=O)C=C1 (p-nitrobenzaldehyde), C(C(C)C)(=O)CC(=O)OC (Methyl isobutyrylacetate), [OH-].[Na+] (Sodium hydroxide), aqueous solution, Cl (Hydrochloric acid), aqueous solution. Solvent: N1=CC=CC=C1 (pyridine), O (water), C(C)(C)(C)OC (methyl tert-butyl ether), C1(=CC=CC=C1)C (Toluene). Reaction conditions: temperature 17 celsius, time 3.5 hour. Product: OC(CC(C(C)C)=O)C1=CC=C(C=C1)[N+](=O)[O-] ((+/−)-1-hydroxy-4-methyl-1-(4-nitrophenyl)pentan-3-one). Reaction SMILES: [C:1]([CH2:6]C(OC)=O)(=[O:5])[CH:2]([CH3:4])[CH3:3].[OH-].[Na+].Cl.[N+:14]([C:17]1[CH:24]=[CH:23][C:20]([CH:21]=[O:22])=[CH:19][CH:18]=1)([O-:16])=[O:15]>C1(C)C=CC=CC=1.N1C=CC=CC=1.O.C(OC)(C)(C)C>[OH:22][CH:21]([C:20]1[CH:19]=[CH:18][C:17]([N+:14]([O-:16])=[O:15])=[CH:24][CH:23]=1)[CH2:6][C:1](=[O:5])[CH:2]([CH3:4])[CH3:3] |f:1.2|. Procedure details: Methyl isobutyrylacetate (40.0 Kg), methyl tert-butyl ether (10 L) and water (60 L) were charged to a still under an inert atmosphere and the mixture stirred and cooled to 17° C. Sodium hydroxide (60 Kg of a 50% aqueous solution) was added over 2 hours while maintaining the temperature between 18 and 25° C. The mixture was stirred overnight at 22-35° C. and then cooled to 1° C. Hydrochloric acid (77 Kg of a 37% aqueous solution) was added while maintaining the temperature below 10° C. to adjust ... The reactants are Cc1ccccc1, CCOC(=O)Cl, COc1cccc(Cl)c1C1OC(=O)NC1=O, [Na]. Yields the product CCOC(=O)N1C(=O)OC(c2c(Cl)cccc2OC)C1=O. RXN SMILES: [CH3:24][c:25]1[cH:26][cH:27][cH:28][cH:29][cH:30]1.[Cl:18][C:19](=[O:20])[O:21][CH2:22][CH3:23].[Cl:1][c:2]1[c:3]([CH:10]2[C:11](=[O:16])[NH:12][C:13](=[O:15])[O:14]2)[c:4]([O:8][CH3:9])[cH:5][cH:6][cH:7]1.[Na:17]>>[Cl:1][c:2]1[c:3]([CH:10]2[C:11](=[O:16])[N:12]([C:19](=[O:20])[O:21][CH2:22][CH3:23])[C:13](=[O:15])[O:14]2)[c:4]([O:8][CH3:9])[cH:5][cH:6][cH:7]1. The reactants are NC=1C=C2C=C(NC2=CC1O)C(=O)OC (methyl 5-amino-6-hydroxy-indole-2-carboxylate), O1CCCC1 (tetrahydrofuran), C(O)([O-])=O.[Na+] (sodium hydrogencarbonate), ClCC(=O)Cl (chloroacetyl chloride), C([O-])([O-])=O.[K+].[K+] (potassium carbonate). Reaction conditions: time 8 hour. Product: O=C1NC=2C=C3C(=CC2OC1)NC(=C3)C(=O)OC (Methyl 6-oxo-1,5,6,7-tetrahydro-8-oxa-1,5-diaza-cyclopenta[b]naphthalene-2-carboxylate). Yield: 71.2%. Reaction SMILES: [NH2:1][C:2]1[CH:3]=[C:4]2[C:8](=[CH:9][C:10]=1[OH:11])[NH:7][C:6]([C:12]([O:14][CH3:15])=[O:13])=[CH:5]2.[O:16]1CC[CH2:18][CH2:17]1.C(=O)([O-])O.[Na+].ClCC(Cl)=O.C(=O)([O-])[O-].[K+].[K+]>>[O:16]=[C:17]1[CH2:18][O:11][C:10]2[CH:9]=[C:8]3[NH:7][C:6]([C:12]([O:14][CH3:15])=[O:13])=[CH:5][C:4]3=[CH:3][C:2]=2[NH:1]1 |f:2.3,5.6.7|. Reported procedure: To a solution of 2.0 g (9.7 mmol) of methyl 5-amino-6-hydroxy-indole-2-carboxylate (Example 5/c) in 300 ml of tetrahydrofuran 2.45 g (29.2 mmol) of sodium hydrogencarbonate and 1.3 ml (16.3 mmol) of chloroacetyl chloride are added and the mixture is stirred at room temperature overnight. The reaction mixture is concentrated and 100 ml of water is added to the residue. The precipitated crystalls are filtered off, washed with water and suspended in 120 ml of acetonitrile. 4.05 g (29.3 mmol) of pot... Starting materials: CON (methoxyamine), N(=C=O)C1=NOC(=C1)C(C)(C)C (3-isocyanato-5-(1,1-dimethylethyl)-isoxazole). Yields the product CONC(=O)NC1=NOC(=C1)C(C)(C)C (1-methoxy-3-(5-(1,1-dimethylethyl)-isoxazol-3-yl)urea). As a reaction SMILES: [CH3:1][O:2][NH2:3].[N:4]([C:7]1[CH:11]=[C:10]([C:12]([CH3:15])([CH3:14])[CH3:13])[O:9][N:8]=1)=[C:5]=[O:6]>>[CH3:1][O:2][NH:3][C:5]([NH:4][C:7]1[CH:11]=[C:10]([C:12]([CH3:15])([CH3:14])[CH3:13])[O:9][N:8]=1)=[O:6]. Reported procedure: 8.5 g of methoxyamine was added slowly to a stirred solution of 15 g of 3A in 600 ml of tetrahydrfuran. The resulting mixture was filtered and the solid was triturated with ether to give 1-methoxy-3-(5-(1,1-dimethylethyl)-isoxazol-3-yl)urea (3B), m.p.: 145°-148° C.